Task: describe an organic reaction: reactants, conditions, products, and yield. Dataset: the Open Reaction Database (ORD), a public repository of structured organic reaction records Reactants: C(C)(C)(C)OC(=O)N1CCC(CC1)OC1=C(C(=C(C=C1)Cl)Cl)S(=O)(=O)Cl (tert-Butyl-4-[3,4-dichloro-2-(chlorosulfonyl)phenoxy]piperidine-1-carboxylate), N (ammonia). Run in CO (methanol). Run at time 20 minute. Yields the product ClC1=C(C(=CC=C1Cl)OC1CCNCC1)S(=O)(=O)N (2,3-Dichloro-6-(piperidin-4-yloxy)benzenesulfonamide). As a reaction SMILES: C(OC([N:8]1[CH2:13][CH2:12][CH:11]([O:14][C:15]2[CH:20]=[CH:19][C:18]([Cl:21])=[C:17]([Cl:22])[C:16]=2[S:23](Cl)(=[O:25])=[O:24])[CH2:10][CH2:9]1)=O)(C)(C)C.[NH3:27]>CO>[Cl:22][C:17]1[C:18]([Cl:21])=[CH:19][CH:20]=[C:15]([O:14][CH:11]2[CH2:12][CH2:13][NH:8][CH2:9][CH2:10]2)[C:16]=1[S:23]([NH2:27])(=[O:25])=[O:24]. Procedure details: tert-Butyl-4-[3,4-dichloro-2-(chlorosulfonyl)phenoxy]piperidine-1-carboxylate (0.80 g, 1.8 mmol) was dissolved in 7N ammonia in methanol and stirred at room temperature for 20 min. The solution was concentrated in vacuo and then azeotroped once with toluene. The residue was redissolved in dichloromethane:trifluoroacetic acid/1:1 (20 ml) and stirred at room temperature for 15 minutes. The solution was concentrated in vacuo, then partitioned between ethyl acetate and saturated aqueous sodium hydro... Starting materials: [N+](=O)([O-])C1=CC=C2C3=C(C=CC=C13)C(=O)OC2=O (4-nitronaphthalene-1,8-dicarboxylic anhydride), O.S(=O)(=O)(O)O.C(C)N(C1=CC=C(C=C1)N)CCO (N-ethyl-N-(2-hydroxyethyl)-p-phenylenediamine sulfate monohydrate), Cl (hydrochloric acid). The solvent is N1C=NC=C1 (imidazole). The product is C(C)N(C1=CC=C(C=C1)N1C(C2=CC=CC=3C2=C(C1=O)C=CC3[N+](=O)[O-])=O)CCO (2-{4-[ethyl(2-hydroxyethyl)amino]phenyl}-6-nitro-1H-benzo [de]isoquinolin-1,3(2H)-dione). Reaction SMILES: [N+:1]([C:4]1[C:13]2[C:8]3=[C:9]([C:14]([O:16][C:17](=[O:18])[C:7]3=[CH:6][CH:5]=1)=O)[CH:10]=[CH:11][CH:12]=2)([O-:3])=[O:2].O.S(O)(O)(=O)=O.[CH2:25]([N:27]([CH2:35][CH2:36][OH:37])[C:28]1[CH:33]=[CH:32][C:31]([NH2:34])=[CH:30][CH:29]=1)[CH3:26].Cl>N1C=CN=C1>[CH2:25]([N:27]([CH2:35][CH2:36][OH:37])[C:28]1[CH:33]=[CH:32][C:31]([N:34]2[C:17](=[O:18])[C:7]3[CH:6]=[CH:5][C:4]([N+:1]([O-:3])=[O:2])=[C:13]4[C:8]=3[C:9](=[CH:10][CH:11]=[CH:12]4)[C:14]2=[O:16])=[CH:30][CH:29]=1)[CH3:26] |f:1.2.3|. Reported procedure: 2.0 g (8.22 mmol) of 4-nitronaphthalene-1,8-dicarboxylic anhydride and 2.68 g (9.04 mmol) of N-ethyl-N-(2-hydroxyethyl)-p-phenylenediamine sulfate monohydrate were stirred in 12 g of molten imidazole at 130° C. under an argon atmosphere for 1 hour. After cooling, the mixture was poured into 400 mL of 2 N hydrochloric acid and the precipitate was suction-filtered off, washed with water and dried. The resulting product was used in Step 2 without further purification. Reactants: S(=O)(=O)(OCC)OCC (diethyl sulfate), S(=O)(=O)(OCC)OCC (diethyl sulfate), ClC(C(=O)O)(Cl)Cl (trichloroacetic acid), C=1(C)C(C)=CC(C)=C(C)C1 (durene). Reagents/catalysts: CCCCCCCC[N+](C)(CCCCCCCC)CCCCCCCC.[Cl-] (Adogen 464). Solvent: O (water), O (water). Run at temperature 60 celsius. Product: ClC(C(=O)OCC)(Cl)Cl (Ethyl Trichloroacetate). RXN SMILES: [Cl:1][C:2]([Cl:7])([Cl:6])[C:3]([OH:5])=[O:4].S(OCC)(O[CH2:12][CH3:13])(=O)=O.C1(C(=CC(=C(C=1)C)C)C)C>O.CCCCCCCC[N+](CCCCCCCC)(CCCCCCCC)C.[Cl-]>[Cl:1][C:2]([Cl:7])([Cl:6])[C:3]([O:5][CH2:12][CH3:13])=[O:4] |f:4.5|. Reported procedure: A solution of trichloroacetic acid (3.33 g, 20 millimoles, Sigma, 99.0+%) in water (171.02 g) was introduced into a three-necked 500 mL flask and warmed up to 60° C. when mechanically stirred (600 rpm). Next, the organic phase consisting of diethyl sulfate (15.49 g, 100 millimoles, Aldrich, 99+%), Adogen 464 (0.90 g, 2 millimoles, Aldrich), and durene (chromatographic standard, 0.652 g, 5 millimoles. Aldrich, 98%) was added to the flask. The organic phase:aqueous phase weight ratio was 1:10. Sin... The reactants are C(=O)(OC)C1=CC=C(C=O)C=C1 (4-Carbmethoxybenzaldehyde), CC(=O)C (acetone), [OH-].[Na+] (sodium hydroxide). Run in CO (methanol), O (water). Run at time 15 minute. The product is C(=O)(OC)C1=CC=C(C=C1)C=CC(C=CC1=CC=C(C=C1)C(=O)OC)=O (1,5-Bis(4-carbmethoxyphenyl)-1,4-pentadien-3-one). Isolated yield 43.6%. Reaction SMILES: [C:1]([C:5]1[CH:12]=[CH:11][C:8]([CH:9]=O)=[CH:7][CH:6]=1)([O:3][CH3:4])=[O:2].[CH3:13][C:14]([CH3:16])=[O:15].[OH-:17].[Na+]>CO.O>[C:1]([C:5]1[CH:12]=[CH:11][C:8]([CH:9]=[CH:13][C:14](=[O:15])[CH:16]=[CH:9][C:8]2[CH:11]=[CH:12][C:5]([C:1]([O:3][CH3:4])=[O:17])=[CH:6][CH:7]=2)=[CH:7][CH:6]=1)([O:3][CH3:4])=[O:2] |f:2.3|. Reported procedure: 4-Carbmethoxybenzaldehyde (1ae, 0.62 g, 3.8 mmol) and acetone (19, 0.14 ml, 1.9 mmol) were combined in methanol (20 ml) and stirred under a nitrogen atmosphere for 15 min at room temperature. A solution of sodium hydroxide (0.15 g, 3.8 mmol) in water (5 ml) was added the mixture stirred for 18 hr at room temperature under a nitrogen atmosphere. The resulting precipitate was filtered and recrystallized from xylene to give 0.29 g (44%) of a yellow solid: mp 206-210° C. [expected mp 221-223° C.]; 1... Starting materials: C#C[Sn](CCCC)(CCCC)CCCC, CCOC(C)=O, CN1CCCC1=O, [Cl-], [Cl-], CCOC(=O)c1nc(N)sc1I, O=C(C=Cc1ccccc1)C=Cc1ccccc1, O=C(C=Cc1ccccc1)C=Cc1ccccc1, O=C(C=Cc1ccccc1)C=Cc1ccccc1, [Pd], [Pd], [Zn+2], c1coc(P(c2ccco2)c2ccco2)c1. Product: C#Cc1sc(N)nc1C(=O)OCC. RXN SMILES: [CH2:13]([CH2:14][CH2:26][CH3:27])[Sn:15]([CH2:16][CH2:17][CH2:18][CH3:19])([CH2:20][CH2:21][CH2:22][CH3:23])[C:24]#[CH:25].[CH3:44][CH2:45][O:46][C:47](=[O:48])[CH3:49].[CH3:50][N:51]1[CH2:52][CH2:53][CH2:54][C:55]1=[O:56].[Cl-:113].[Cl-:115].[NH2:1][c:2]1[s:3][c:4]([I:12])[c:5]([C:7](=[O:8])[O:9][CH2:10][CH3:11])[n:6]1.[O:59]=[C:60]([CH:61]=[CH:62][c:63]1[cH:64][cH:65][cH:66][cH:67][cH:68]1)[CH:69]=[CH:70][c:71]1[cH:72][cH:73][cH:74][cH:75][cH:76]1.[O:77]=[C:78]([CH:79]=[CH:80][c:81]1[cH:82][cH:83][cH:84][cH:85][cH:86]1)[CH:87]=[CH:88][c:89]1[cH:90][cH:91][cH:92][cH:93][cH:94]1.[O:95]=[C:96]([CH:97]=[CH:98][c:99]1[cH:100][cH:101][cH:102][cH:103][cH:104]1)[CH:105]=[CH:106][c:107]1[cH:108][cH:109][cH:110][cH:111][cH:112]1.[Pd:57].[Pd:58].[Zn+2:114].[o:28]1[cH:29][cH:30][cH:31][c:32]1[P:33]([c:34]1[o:35][cH:36][cH:37][cH:38]1)[c:39]1[o:40][cH:41][cH:42][cH:43]1>>[NH2:1][c:2]1[s:3][c:4]([C:13]#[CH:14])[c:5]([C:7](=[O:8])[O:9][CH2:10][CH3:11])[n:6]1. The reactants are BrC=1SC(=CN1)Br (2,5-dibromothiazole), CC1NC(CNC1)C (2,6-dimethyl piperazine), C([O-])([O-])=O.[K+].[K+] (potassium carbonate), CN(C=O)C (dimethylformamide). Run in O (water). Reaction conditions: temperature 60 celsius, time 6 hour. Yields the product BrC1=CN=C(S1)N1CC(NC(C1)C)C (1-(5-bromothiazole-2-yl)-3,5-dimethyl piperazine). The yield is 64.4%. RXN SMILES: Br[C:2]1[S:3][C:4]([Br:7])=[CH:5][N:6]=1.[CH3:8][CH:9]1[CH2:14][NH:13][CH2:12][CH:11]([CH3:15])[NH:10]1.C(=O)([O-])[O-].[K+].[K+].CN(C)C=O>O>[Br:7][C:4]1[S:3][C:2]([N:13]2[CH2:12][CH:11]([CH3:15])[NH:10][CH:9]([CH3:8])[CH2:14]2)=[N:6][CH:5]=1 |f:2.3.4|. Procedure: A mixture of 2,5-dibromothiazole (29.5 g), 2,6-dimethyl piperazine (13.8 g), potassium carbonate (20.1 g) and dimethylformamide (150 mL) was stirred at 60° C. for 6 hours. To the reaction solution was added water and extracted with ethyl acetate. The organic layer was washed with water and brine, and dried over sodium sulphate. The solvent was evaporated under reduced pressure to give the title compound (21.5 g). Yield: 64%. The reactants are COc1ncc(C(=O)Nc2ccncc2C)c2cc(C(C)(OC)OC)oc12, ClC(Cl)Cl, ClCCl, O, O=C(O)C(F)(F)F. Yields the product COc1ncc(C(=O)Nc2ccncc2C)c2cc(C(C)=O)oc12. RXN SMILES: [CH3:1][c:2]1[cH:3][n:4][cH:5][cH:6][c:7]1[NH:8][C:9](=[O:10])[c:11]1[c:12]2[c:13]([c:14]([O:17][CH3:18])[n:15][cH:16]1)[o:19][c:20]([C:22]([CH3:23])([O:24][CH3:27])[O:25][CH3:26])[cH:21]2.[CH:36]([Cl:37])([Cl:38])[Cl:39].[Cl:40][CH2:41][Cl:42].[OH2:35].[OH:28][C:29]([C:30]([F:31])([F:32])[F:33])=[O:34]>>[CH3:1][c:2]1[cH:3][n:4][cH:5][cH:6][c:7]1[NH:8][C:9](=[O:10])[c:11]1[c:12]2[c:13]([c:14]([O:17][CH3:18])[n:15][cH:16]1)[o:19][c:20]([C:22]([CH3:23])=[O:24])[cH:21]2. Reaction conditions: time 30 minute. Yields the product C12(CC3CC(CC(C1)C3)C2)NC(C(CC2=CC=NC=C2)(CC2=CC=NC=C2)COC)=O (N-Adamantan-1-yl-2-methoxymethyl-3-pyridin-4-yl-2-pyridin4-ylmethyl propionamide). Isolated yield 38.1%. The reactants are C12(CC3CC(CC(C1)C3)C2)NC(C(CC2=CC=NC=C2)(CC2=CC=NC=C2)CO)=O (N-adamantan-1-yl-2-hydroxymethyl-3-pyridin-4-yl-2-pyridin-4-ylmethyl-propionamide), [H-].[Na+] (sodium hydride), CI (methyl iodide). RXN SMILES: [C:1]12([NH:11][C:12](=[O:30])[C:13]([CH2:28][OH:29])([CH2:21][C:22]3[CH:27]=[CH:26][N:25]=[CH:24][CH:23]=3)[CH2:14][C:15]3[CH:20]=[CH:19][N:18]=[CH:17][CH:16]=3)[CH2:10][CH:5]3[CH2:6][CH:7]([CH2:9][CH:3]([CH2:4]3)[CH2:2]1)[CH2:8]2.[H-].[Na+].[CH3:33]I>O1CCCC1>[C:1]12([NH:11][C:12](=[O:30])[C:13]([CH2:28][O:29][CH3:33])([CH2:14][C:15]3[CH:20]=[CH:19][N:18]=[CH:17][CH:16]=3)[CH2:21][C:22]3[CH:27]=[CH:26][N:25]=[CH:24][CH:23]=3)[CH2:8][CH:7]3[CH2:9][CH:3]([CH2:4][CH:5]([CH2:6]3)[CH2:10]1)[CH2:2]2 |f:1.2|. The solvent is O1CCCC1 (tetrahydrofuran). Procedure details: To a well-stirred suspension of N-adamantan-1-yl-2-hydroxymethyl-3-pyridin-4-yl-2-pyridin-4-ylmethyl-propionamide (40 mg, 0.1 mmol) in anhydrous tetrahydrofuran (0.50 ml), sodium hydride (7.8 mg of 60% mineral oil dispersion; 0.2 mmol of sodium hydride) was added. After stirring at ambient temperature for 30 minutes, methyl iodide (12.5 μl, 0.2 mmol) was added. After stirring for 2 hours at ambient temperature, the reaction was quenched by the addition of water/methylene chloride (10 ml of each)... The reactants are NC[C@@H]1[C@H]2C[C@H]2CN1C(=O)C=1N=C(SC1C=1C=C(C=CC1)C)C (((1S,2S,5R)-2-Aminomethyl-3-aza-bicyclo[3.1.0]hex-3-yl)-(2-methyl-5-m-tolyl-thiazol-4-yl)-methanone), CC1=CN2C(S1)=NC(=C2C(=O)O)C (2,6-Dimethyl-imidazo[2,1-b]thiazole-5-carboxylic acid). Product: CC=1SC(=C(N1)C(=O)N1[C@@H]([C@H]2C[C@H]2C1)CNC(=O)C1=C(N=C2SC(=CN21)C)C)C=2C=C(C=CC2)C (2,6-Dimethyl-imidazo[2,1-b]thiazole-5-carboxylic Acid[(1S,2S,5R)-3-(2-methyl-5-m-tolyl-thiazole-4-carbonyl)-3-aza-bicyclo[3.1.0]hex-2-ylmethyl]-amide). Reaction SMILES: [NH2:1][CH2:2][C@H:3]1[N:8]([C:9]([C:11]2[N:12]=[C:13]([CH3:23])[S:14][C:15]=2[C:16]2[CH:17]=[C:18]([CH3:22])[CH:19]=[CH:20][CH:21]=2)=[O:10])[CH2:7][C@H:6]2[C@@H:4]1[CH2:5]2.[CH3:24][C:25]1[S:29][C:28]2=[N:30][C:31]([CH3:36])=[C:32]([C:33](O)=[O:34])[N:27]2[CH:26]=1>>[CH3:23][C:13]1[S:14][C:15]([C:16]2[CH:17]=[C:18]([CH3:22])[CH:19]=[CH:20][CH:21]=2)=[C:11]([C:9]([N:8]2[CH2:7][C@H:6]3[C@H:4]([CH2:5]3)[C@H:3]2[CH2:2][NH:1][C:33]([C:32]2[N:27]3[C:28]([S:29][C:25]([CH3:24])=[CH:26]3)=[N:30][C:31]=2[CH3:36])=[O:34])=[O:10])[N:12]=1. Procedure: prepared by reaction of ((1S,2S,5R)-2-Aminomethyl-3-aza-bicyclo[3.1.0]hex-3-yl)-(2-methyl-5-m-tolyl-thiazol-4-yl)-methanone with 2,6-Dimethyl-imidazo[2,1-b]thiazole-5-carboxylic acid. LC-MS (basic): tR=0.87 min; [M+H]+=506.0. Starting materials: N1(CCCCC1)CC=1C=C(OCCCN2C(C=3C(C2=O)=CC=CC3)=O)C=CC1 (N-[3-[3-(piperidinomethyl)phenoxy]propyl]phthalimide), O.NN (hydrazine monohydrate). Run in CO (methanol). Reaction conditions: temperature 70 celsius. Yields the product N1(CCCCC1)CC=1C=C(OCCCN)C=CC1 (3-[3-(1-piperidinomethyl)phenoxy]propylamine). The yield is 77.6%. RXN SMILES: [N:1]1([CH2:7][C:8]2[CH:9]=[C:10]([CH:26]=[CH:27][CH:28]=2)[O:11][CH2:12][CH2:13][CH2:14][N:15]2C(=O)C3=CC=CC=C3C2=O)[CH2:6][CH2:5][CH2:4][CH2:3][CH2:2]1.O.NN>CO>[N:1]1([CH2:7][C:8]2[CH:9]=[C:10]([CH:26]=[CH:27][CH:28]=2)[O:11][CH2:12][CH2:13][CH2:14][NH2:15])[CH2:6][CH2:5][CH2:4][CH2:3][CH2:2]1 |f:1.2|. Procedure details: To a solution of 16.3 g of the N-[3-[3-(piperidinomethyl)phenoxy]propyl]phthalimide in 150 ml of methanol was added 2.3 g of hydrazine monohydrate, and the mixture was heated at 70° C. for 4 hours. The mixture was cooled, then the solvent was distilled off, 30 ml of 6N hydrochloric acid was added to the residue, and the mixture was heated at 60° C. for 15 minutes. The resulting mixture was cooled, the insolubles were then filtered off, the solution was made alkaline with potassium hydroxide and ...